From a dataset of the Open Reaction Database (ORD), a public repository of structured organic reaction records. describe an organic reaction: reactants, conditions, products, and yield The reactants are O=C([O-])O, CCOC(C)=O, Cc1nn(-c2ccc(O)cc2)c2c1CCc1ccccc1-2, CN(C)C=O, CO, CCOC(C)=O, ClCCCN1CCCC1, [H-], [I-], [Na+], [Na+], [Na+]. Yields the product Cc1nn(-c2ccc(OCCCN3CCCC3)cc2)c2c1CCc1ccccc1-2. Reaction SMILES: [C:35](=[O:36])([OH:37])[O-:38].[C:45]([O:46][CH2:47][CH3:48])(=[O:49])[CH3:50].[CH3:1][c:2]1[n:3][n:4](-[c:15]2[cH:16][cH:17][c:18]([OH:21])[cH:19][cH:20]2)[c:5]2[c:10]1[CH2:9][CH2:8][c:7]1[c:6]-2[cH:14][cH:13][cH:12][cH:11]1.[CH3:40][N:41]([CH3:42])[CH:43]=[O:44].[CH3:51][OH:52].[CH3:53][CH2:54][O:55][C:56](=[O:57])[CH3:58].[Cl:22][CH2:23][CH2:24][CH2:25][N:26]1[CH2:27][CH2:28][CH2:29][CH2:30]1.[H-:31].[I-:34].[Na+:32].[Na+:33].[Na+:39]>>[CH3:1][c:2]1[n:3][n:4](-[c:15]2[cH:16][cH:17][c:18]([O:21][CH2:23][CH2:24][CH2:25][N:26]3[CH2:27][CH2:28][CH2:29][CH2:30]3)[cH:19][cH:20]2)[c:5]2[c:10]1[CH2:9][CH2:8][c:7]1[c:6]-2[cH:14][cH:13][cH:12][cH:11]1.